Dataset: the Open Reaction Database (ORD), a public repository of structured organic reaction records. Task: describe an organic reaction: reactants, conditions, products, and yield Starting materials: ClCCN=C=O (2-Chloroethyl isocyanate), C([O-])([O-])=O.[Ba+2] (barium carbonate), COCCCNC[C@@H]1[C@H]([C@@H]([C@H](C(OCCCC)O1)O)O)O (n-butyl 6-(3-methoxy-n-propylamino)-6-deoxy-D-glucopyranoside), O (water). The solvent is CO (methanol). Yields the product COCCCN(C(NCCCl)=O)C([C@@H]1[C@H]([C@@H]([C@H]([C@@](O)(O1)CCCC)O)O)O)O (3-(3-methoxy-n-propyl)-3-(n-butyl α-D-glucopyranose-6-yl)-1-(2-chloroethyl)-urea). The yield is 32.2%. RXN SMILES: [Cl:1][CH2:2][CH2:3][N:4]=[C:5]=[O:6].C(=O)([O-])[O-].[Ba+2].[CH3:12][O:13][CH2:14][CH2:15][CH2:16][NH:17][CH2:18][C@H:19]1[O:29][CH:23]([O:24]CCCC)[C@H:22]([OH:30])[C@@H:21]([OH:31])[C@@H:20]1[OH:32].[OH2:33]>CO>[CH3:12][O:13][CH2:14][CH2:15][CH2:16][N:17]([CH:18]([OH:33])[C@H:19]1[O:29][C@:23]([CH2:18][CH2:19][CH2:20][CH3:21])([OH:24])[C@H:22]([OH:30])[C@@H:21]([OH:31])[C@@H:20]1[OH:32])[C:5](=[O:6])[NH:4][CH2:3][CH2:2][Cl:1] |f:1.2|. Reported procedure: 2-Chloroethyl isocyanate (1.33 g) and barium carbonate (2.5 g) were added to a solution of n-butyl 6-(3-methoxy-n-propylamino)-6-deoxy-D-glucopyranoside 1/2 sulfate (3.64 g, 10.5 mmol) in a mixture of water (10 ml) and methanol (30 ml) at 0° to 5° C., and the mixture was heated under reflux on a water bath for 1 hour. The reaction mixture was then filtered while hot, to remove the insoluble barium salt. The filtrate was vacuum-concentrated and fractionated by column chromatography (packing: Kies... The reactants are ClCC1=CC=C(C(=N1)CC(C)(C)C)C1=C(C=CC(=C1)OC)F (6-(chloromethyl)-2-(2,2-dimethylpropyl)-3-(2-fluoro-5-methoxyphenyl)pyridine), C1(CC1)C(CC(=O)OC)C1=CC(=C(C=C1)F)O (methyl 3-cyclopropyl-3-(4-fluoro-3-hydroxyphenyl)propanoate), C([O-])([O-])=O.[Cs+].[Cs+] (cesium carbonate). Solvent: C(C)#N (acetonitrile). Product: C1(CC1)C(CC(=O)OC)C1=CC(=C(C=C1)F)OCC1=NC(=C(C=C1)C1=C(C=CC(=C1)OC)F)CC(C)(C)C (methyl 3-cyclopropyl-3-(3-((6-(2,2-dimethylpropyl)-5-(2-fluoro-5-methoxyphenyl)pyridin-2-yl)methoxy)-4-fluorophenyl)propanoate). The yield is 82.7%. As a reaction SMILES: Cl[CH2:2][C:3]1[N:8]=[C:7]([CH2:9][C:10]([CH3:13])([CH3:12])[CH3:11])[C:6]([C:14]2[CH:19]=[C:18]([O:20][CH3:21])[CH:17]=[CH:16][C:15]=2[F:22])=[CH:5][CH:4]=1.[CH:23]1([CH:26]([C:32]2[CH:37]=[CH:36][C:35]([F:38])=[C:34]([OH:39])[CH:33]=2)[CH2:27][C:28]([O:30][CH3:31])=[O:29])[CH2:25][CH2:24]1.C(=O)([O-])[O-].[Cs+].[Cs+]>C(#N)C>[CH:23]1([CH:26]([C:32]2[CH:37]=[CH:36][C:35]([F:38])=[C:34]([O:39][CH2:2][C:3]3[CH:4]=[CH:5][C:6]([C:14]4[CH:19]=[C:18]([O:20][CH3:21])[CH:17]=[CH:16][C:15]=4[F:22])=[C:7]([CH2:9][C:10]([CH3:13])([CH3:12])[CH3:11])[N:8]=3)[CH:33]=2)[CH2:27][C:28]([O:30][CH3:31])=[O:29])[CH2:24][CH2:25]1 |f:2.3.4|. Procedure details: To a solution of 6-(chloromethyl)-2-(2,2-dimethylpropyl)-3-(2-fluoro-5-methoxyphenyl)pyridine (320 mg) in acetonitrile (30 mL) were added methyl 3-cyclopropyl-3-(4-fluoro-3-hydroxyphenyl)propanoate (220 mg) and cesium carbonate (550 mg), and the mixture was heated under reflux for 15 hr. The reaction mixture was concentrated, and water was added to the residue. The mixture was extracted with ethyl acetate, and the extract was washed with saturated brine. The organic layer was dried over anhydrou...